Dataset: the Open Reaction Database (ORD), a public repository of structured organic reaction records. Task: describe an organic reaction: reactants, conditions, products, and yield Reactants: [Cl-].[NH4+] (ammonium chloride), FC=1C=C(C(=O)N2C3CCCCC23)C=CC1OCC#C (7-[3-fluoro-4-(2-propynyloxy)benzoyl]-7-azabicyclo[4.1.0]heptane). Reagents/catalysts: [Cl-].[Zn+2].[Cl-] (zinc (II) chloride). Run in C(Cl)(Cl)Cl (chloroform), C(Cl)(Cl)Cl (chloroform). Conditions: time 5 minute. Yields the product ClC1C(CCCC1)NC(C1=CC(=C(C=C1)OCC#C)F)=O (N-(2-chlorocyclohexyl)-3-fluoro-4-(2-propynyloxy)benzamide). As a reaction SMILES: [F:1][C:2]1[CH:3]=[C:4]([CH:14]=[CH:15][C:16]=1[O:17][CH2:18][C:19]#[CH:20])[C:5]([N:7]1[CH:13]2[CH:8]1[CH2:9][CH2:10][CH2:11][CH2:12]2)=[O:6].[Cl-:21].[NH4+]>[Cl-].[Zn+2].[Cl-].C(Cl)(Cl)Cl>[Cl:21][CH:13]1[CH2:12][CH2:11][CH2:10][CH2:9][CH:8]1[NH:7][C:5](=[O:6])[C:4]1[CH:14]=[CH:15][C:16]([O:17][CH2:18][C:19]#[CH:20])=[C:2]([F:1])[CH:3]=1 |f:1.2,3.4.5|. Reported procedure: A mixture of 2 ml of chloroform and 229 mg of zinc (II) chloride was stirred at room temperature for 5 minutes. Then, a mixture of 230 mg of 7-[3-fluoro-4-(2-propynyloxy)benzoyl]-7-azabicyclo[4.1.0]heptane and 2 ml of chloroform was added dropwise thereto at room temperature, and the resulting mixture was stirred at room temperature for 5 hours. Then, an aqueous saturated ammonium chloride solution was added to the reaction mixture, and this was extracted with chloroform. The organic layer was d... Reactants: NC(=N)N (guanidine), COC=1C=C(C=CC1OC)CCNC1=NC=CC(=N1)C1=CC2=CC=C(C=C2C(=C1)N1CCNCC1)OC (N-[2-(3,4-dimethoxyphenyl)ethyl]-4-(6-methoxy-4-piperazin-1-yl-2-naphthyl)pyrimidin-2-amine). The product is COC=1C=C(C=CC1OC)CCNC1=NC=CC(=N1)C=1C=C(C2=CC(=CC=C2C1)OC)N1CCN(CC1)C(N)=N (4-[3-(2-{[2-(3,4-dimethoxyphenyl)ethyl]amino}pyrimidin-4-yl)-7-methoxy-1-naphthyl]piperazine-1-carboximidamide), solid. As a reaction SMILES: [NH2:1][C:2](N)=[NH:3].[CH3:5][O:6][C:7]1[CH:8]=[C:9]([CH2:15][CH2:16][NH:17][C:18]2[N:23]=[C:22]([C:24]3[CH:33]=[C:32]([N:34]4[CH2:39][CH2:38][NH:37][CH2:36][CH2:35]4)[C:31]4[C:26](=[CH:27][CH:28]=[C:29]([O:40][CH3:41])[CH:30]=4)[CH:25]=3)[CH:21]=[CH:20][N:19]=2)[CH:10]=[CH:11][C:12]=1[O:13][CH3:14]>>[CH3:5][O:6][C:7]1[CH:8]=[C:9]([CH2:15][CH2:16][NH:17][C:18]2[N:23]=[C:22]([C:24]3[CH:33]=[C:32]([N:34]4[CH2:39][CH2:38][N:37]([C:2](=[NH:1])[NH2:3])[CH2:36][CH2:35]4)[C:31]4[C:26]([CH:25]=3)=[CH:27][CH:28]=[C:29]([O:40][CH3:41])[CH:30]=4)[CH:21]=[CH:20][N:19]=2)[CH:10]=[CH:11][C:12]=1[O:13][CH3:14]. Reported procedure: 4-[3-(2-{[2-(3,4-dimethoxyphenyl)ethyl]amino}pyrimidin-4-yl)-7-methoxy-1-naphthyl]piperazine-1-carboximidamide was synthesized according to General Procedure A: guanidine formation except N-[2-(3,4-dimethoxyphenyl)ethyl]-4-(6-methoxy-4-piperazin-1-yl-2-naphthyl)pyrimidin-2-amine (0.020 g, 0.035 mmol) was used. The reaction mixture was triturated with ether (10 mL) to obtain 4-[3-(2-{[2-(3,4-dimethoxyphenyl)ethyl]amino}pyrimidin-4-yl)-7-methoxy-1-naphthyl]piperazine-1-carboximidamide 203 as a of ... Reactants: O (water), ClC(C=O)(CCl)Cl (2,2,3-trichloropropionaldehyde), CC1(CC1)C(CN1N=CN=C1)=O (1-methyl-1-(1,2,4-triazol-1-yl-acetyl)-cyclopropane), C([O-])([O-])=O.[K+].[K+] (potassium carbonate). The solvent is O1CCCC1 (tetrahydrofuran). Conditions: time 8 hour. The product is ClCC(C(C(C(=O)C1(CC1)C)N1N=CN=C1)O)(Cl)Cl (1,2,2-trichloro-3-hydroxy-4-(1,2,4-triazol-1-yl)-5-(1-methylcycloprop-1-yl)-pentan-5-one). Isolated yield 30.1%. Reaction SMILES: [Cl:1][C:2]([Cl:7])([CH2:5][Cl:6])[CH:3]=[O:4].[CH3:8][C:9]1([C:12](=[O:19])[CH2:13][N:14]2[CH:18]=[N:17][CH:16]=[N:15]2)[CH2:11][CH2:10]1.C(=O)([O-])[O-].[K+].[K+].O>O1CCCC1>[Cl:6][CH2:5][C:2]([Cl:7])([Cl:1])[CH:3]([OH:4])[CH:13]([N:14]1[CH:18]=[N:17][CH:16]=[N:15]1)[C:12]([C:9]1([CH3:8])[CH2:10][CH2:11]1)=[O:19] |f:2.3.4|. Procedure details: 11.3 g of 2,2,3-trichloropropionaldehyde were added dropwise to 9.2 g (0.056 mol) of 1-methyl-1-(1,2,4-triazol-1-yl-acetyl)-cyclopropane in 120 ml of tetrahydrofuran and 13.6 g (0.1 mol) of potassium carbonate, the temperature increasing slightly. The reaction solution was stirred overnight at room temperature and was thereafter introduced into 500 ml of water. The resulting precipitate was filtered off under suction and recrystallized from methanol. 5.5 g (30% of theory) of 1,2,2-trichloro-3-hy... Reactants: BrC=1C(=C(C(=CC1)N)N)Cl (4-Bromo-3-chloro-1,2-benzenediamine), C(CC)(=O)O (propionic acid), Cl (HCl). Conditions: temperature 140 celsius. The product is BrC1=C(C2=C(NC(=N2)CC)C=C1)Cl (5-Bromo-4-chloro-2-ethyl-1H-benzimidazole). Isolated yield 89.0%. Reaction SMILES: [Br:1][C:2]1[C:3]([Cl:10])=[C:4]([NH2:9])[C:5]([NH2:8])=[CH:6][CH:7]=1.[C:11](O)(=O)[CH2:12][CH3:13].Cl>>[Br:1][C:2]1[CH:7]=[CH:6][C:5]2[NH:8][C:11]([CH2:12][CH3:13])=[N:9][C:4]=2[C:3]=1[Cl:10]. Procedure: 4-Bromo-3-chloro-1,2-benzenediamine (0.17 g, 0.766 mmol), propionic acid (0.17 g, 2.298 mmol), and 4 N HCl (1.724 ml, 6.894 mmol) were combined and heated to 140° C. for 3 h. Treatment with 1 N NaOH was followed by extraction with EtOAc (×3), and washing with brine. The dried (Na2SO4) organic portions were filtered, concentrated, and chromatographed (SiO2, MeOH/CH2Cl2) to obtain 0.177 g of the title compound: 1HNMR (400 MHz, CDCl3) δ 9.50 (broad s, 1H), 7.43 (d, J=8.31 Hz, 1H), 7.35 (broad s, 1H... Starting materials: Brc1cccnc1, C=CC1CN(C(=O)OC(C)(C)C)CCN1C(=O)OCc1ccccc1, B1C2CCCC1CCC2, [Na+], [OH-], [Pd], c1ccc(P(c2ccccc2)c2ccccc2)cc1, c1ccc(P(c2ccccc2)c2ccccc2)cc1, c1ccc(P(c2ccccc2)c2ccccc2)cc1, c1ccc(P(c2ccccc2)c2ccccc2)cc1, c1ccc(P(c2ccccc2)c2ccccc2)cc1. The product is CC(C)(C)OC(=O)N1CCN(C(=O)OCc2ccccc2)C(CCc2cccnc2)C1. RXN SMILES: [Br:35][c:36]1[cH:37][n:38][cH:39][cH:40][cH:41]1.[CH:10](=[CH2:11])[CH:12]1[N:13]([C:25](=[O:26])[O:27][CH2:28][c:29]2[cH:30][cH:31][cH:32][cH:33][cH:34]2)[CH2:14][CH2:15][N:16]([C:18](=[O:19])[O:20][C:21]([CH3:22])([CH3:23])[CH3:24])[CH2:17]1.[CH:1]12[CH2:2][CH2:3][CH2:4][CH:5]([BH:6]1)[CH2:7][CH2:8][CH2:9]2.[Na+:62].[OH-:61].[Pd:63].[c:102]1([P:103]([c:104]2[cH:105][cH:106][cH:107][cH:108][cH:109]2)[c:110]2[cH:111][cH:112][cH:113][cH:114][cH:115]2)[cH:116][cH:117][cH:118][cH:119][cH:120]1.[c:121]1([P:122]([c:123]2[cH:124][cH:125][cH:126][cH:127][cH:128]2)[c:129]2[cH:130][cH:131][cH:132][cH:133][cH:134]2)[cH:135][cH:136][cH:137][cH:138][cH:139]1.[c:42]1([P:43]([c:44]2[cH:45][cH:46][cH:47][cH:48][cH:49]2)[c:50]2[cH:51][cH:52][cH:53][cH:54][cH:55]2)[cH:56][cH:57][cH:58][cH:59][cH:60]1.[c:64]1([P:65]([c:66]2[cH:67][cH:68][cH:69][cH:70][cH:71]2)[c:72]2[cH:73][cH:74][cH:75][cH:76][cH:77]2)[cH:78][cH:79][cH:80][cH:81][cH:82]1.[c:83]1([P:84]([c:85]2[cH:86][cH:87][cH:88][cH:89][cH:90]2)[c:91]2[cH:92][cH:93][cH:94][cH:95][cH:96]2)[cH:97][cH:98][cH:99][cH:100][cH:101]1>>[CH2:10]([CH2:11][c:36]1[cH:37][n:38][cH:39][cH:40][cH:41]1)[CH:12]1[N:13]([C:25](=[O:26])[O:27][CH2:28][c:29]2[cH:30][cH:31][cH:32][cH:33][cH:34]2)[CH2:14][CH2:15][N:16]([C:18](=[O:19])[O:20][C:21]([CH3:22])([CH3:23])[CH3:24])[CH2:17]1. Starting materials: [H-].[Na+] (sodium hydride), O (water), NC=1NC2=C(N1)C=CC=C2 (2-aminobenzimidazole), ClC1=NC(=NC(=N1)N1CCOCC1)N1CCOCC1 (2-chloro-4,6-dimorpholino-1,3,5-triazine). The solvent is CN(C)C=O (DMF), CN(C)C=O (DMF). Run at time 2 hour. Product: NC1=NC2=C(N1C1=NC(=NC(=N1)N1CCOCC1)N1CCOCC1)C=CC=C2 (2-(2-aminobenz-imidazol-1-yl)-4,6-dimorpholino-1,3,5-triazine). The yield is 92.6%. RXN SMILES: [NH2:1][C:2]1[NH:3][C:4]2[CH:10]=[CH:9][CH:8]=[CH:7][C:5]=2[N:6]=1.[H-].[Na+].Cl[C:14]1[N:19]=[C:18]([N:20]2[CH2:25][CH2:24][O:23][CH2:22][CH2:21]2)[N:17]=[C:16]([N:26]2[CH2:31][CH2:30][O:29][CH2:28][CH2:27]2)[N:15]=1.O>CN(C=O)C>[NH2:1][C:2]1[N:6]([C:14]2[N:19]=[C:18]([N:20]3[CH2:21][CH2:22][O:23][CH2:24][CH2:25]3)[N:17]=[C:16]([N:26]3[CH2:27][CH2:28][O:29][CH2:30][CH2:31]3)[N:15]=2)[C:5]2[CH:7]=[CH:8][CH:9]=[CH:10][C:4]=2[N:3]=1 |f:1.2|. Reported procedure: 9.32 g (70 mmol) of 2-aminobenzimidazole dissolved in DMF (300 ml) was added and reacted with 60% sodium hydride (2.80 g, 70 mmol) at room temperature for 30 minutes. This suspension was added to a solution of 14.3 g (50 mmol) of 2-chloro-4,6-dimorpholino-1,3,5-triazine dissolved in DMF (200 ml) and stirred at room temperature for 2 hours. The reaction solution was poured into water and the resulting precipitates were washed with water and methanol to obtain 17.7 g (yield: 93%) of 2-(2-aminobenz...